From a dataset of the Open Reaction Database (ORD), a public repository of structured organic reaction records. describe an organic reaction: reactants, conditions, products, and yield Starting materials: OCCOCC=1OC=CC1 (fur-2-ylmethyl 2-hydroxyethyl ether), C(C)(C)N(CC)C(C)C (diisopropylethylamine), CS(=O)(=O)Cl (methanesulfonyl chloride). The solvent is ClCCl (dichloromethane). Reaction conditions: time 1.5 hour. Product: CS(=O)(=O)CCOCC=1OC=CC1 (fur-2-ylmethyl 2-methanesulfonylethyl ether). Reaction SMILES: O[CH2:2][CH2:3][O:4][CH2:5][C:6]1[O:7][CH:8]=[CH:9][CH:10]=1.C(N(C(C)C)CC)(C)C.[CH3:20][S:21](Cl)(=[O:23])=[O:22]>ClCCl>[CH3:20][S:21]([CH2:2][CH2:3][O:4][CH2:5][C:6]1[O:7][CH:8]=[CH:9][CH:10]=1)(=[O:23])=[O:22]. Procedure: Combine fur-2-ylmethyl 2-hydroxyethyl ether (10 mmol), and diisopropylethylamine (4.0 mL, 23 mmol), and dichloromethane (20 mL). Cool in an ice-bath. Add dropwise, methanesulfonyl chloride (1.0 mL, 13 mmol). After 1.5 hours, extract the reaction mixture with 1M aqueous hydrochloric acid solution, saturated aqueous sodium bicarbonate solution, and saturated aqueous sodium chloride solution. Dry the organic layer over Na2SO4, filter, and evaporate in vacuo to obtain fur-2-ylmethyl 2-methanesulfony...